This data is from the Open Reaction Database (ORD), a public repository of structured organic reaction records. The task is: describe an organic reaction: reactants, conditions, products, and yield Starting materials: OC1=C(C=C(C=C1)CCCC(=O)OC)C1=C(C=CC(=C1)CCCC(=O)OC)O (2,2'-dihydroxy-5,5'-bis (3-methoxycarbonylpropyl) biphenyl), C(CCCCCCC)Br (octyl bromide), C([O-])([O-])=O.[K+].[K+] (potassium carbonate). Reagents/catalysts: [Cu] (copper). Solvent: CN(C)C=O (DMF). The product is C(CCCCCCC)OC1=C(C=C(C=C1)CCCC(=O)OC)C1=C(C=CC(=C1)CCCC(=O)OC)O (2-octyloxy-2'-hydroxy-5,5'-bis (3-methoxycarbonylpropyl) biphenyl). Yield: 91.4%. Reaction SMILES: [OH:1][C:2]1[CH:7]=[CH:6][C:5]([CH2:8][CH2:9][CH2:10][C:11]([O:13][CH3:14])=[O:12])=[CH:4][C:3]=1[C:15]1[CH:20]=[C:19]([CH2:21][CH2:22][CH2:23][C:24]([O:26][CH3:27])=[O:25])[CH:18]=[CH:17][C:16]=1[OH:28].[CH2:29](Br)[CH2:30][CH2:31][CH2:32][CH2:33][CH2:34][CH2:35][CH3:36].C(=O)([O-])[O-].[K+].[K+]>[Cu].CN(C=O)C>[CH2:29]([O:1][C:2]1[CH:7]=[CH:6][C:5]([CH2:8][CH2:9][CH2:10][C:11]([O:13][CH3:14])=[O:12])=[CH:4][C:3]=1[C:15]1[CH:20]=[C:19]([CH2:21][CH2:22][CH2:23][C:24]([O:26][CH3:27])=[O:25])[CH:18]=[CH:17][C:16]=1[OH:28])[CH2:30][CH2:31][CH2:32][CH2:33][CH2:34][CH2:35][CH3:36] |f:2.3.4|. Procedure: To 5 ml of a DMF solution containing 200 mg (0.5181 mmol) of 2,2'-dihydroxy-5,5'-bis (3-methoxycarbonylpropyl) biphenyl and 0.895 ml (5.181 mmol) of octyl bromide, there were added 85.8 mg (0.6217 mmol) of anhydrous potassium carbonate and a small amount of copper powder and the resulting mixture was agitated for 5 hours at room temperature. The reaction mixture was filtered by suction through Celite to remove the solid matter and the filtrate was washed with ethyl acetate. After the solvent in ... The reactants are C1CNCCN1, Cc1ccccc1, Clc1ncc2ccccc2n1. Yields the product c1ccc2nc(N3CCNCC3)ncc2c1. Reaction SMILES: [CH2:12]1[CH2:13][NH:14][CH2:15][CH2:16][NH:17]1.[CH3:18][c:19]1[cH:20][cH:21][cH:22][cH:23][cH:24]1.[Cl:1][c:2]1[n:3][c:4]2[cH:5][cH:6][cH:7][cH:8][c:9]2[cH:10][n:11]1>>[c:2]1([N:14]2[CH2:13][CH2:12][NH:17][CH2:16][CH2:15]2)[n:3][c:4]2[cH:5][cH:6][cH:7][cH:8][c:9]2[cH:10][n:11]1.